The task is: describe an organic reaction: reactants, conditions, products, and yield. This data is from the Open Reaction Database (ORD), a public repository of structured organic reaction records. Starting materials: COC=1C=C2C(=C(NC2=CC1)C)CC(=O)O (5-methoxy-2-methyl-3-indoleacetic acid), [H-].[Na+] (NaH), O (Water), ClC1=CC=C(C=C1)CCl (4-chlorophenylmethyl chloride). Run in CN(C)C=O (DMF). Reaction conditions: time 40 minute. Product: ClC1=CC=C(C=C1)COC(CC1=C(N(C2=CC=C(C=C12)OC)CC1=CC=C(C=C1)Cl)C)=O (1-(4-chlorophenylmethyl)-5-methoxy-2-methyl-3-indoleacetic acid 4-chlorophenylmethyl ester). RXN SMILES: [CH3:1][O:2][C:3]1[CH:4]=[C:5]2[C:9](=[CH:10][CH:11]=1)[NH:8][C:7]([CH3:12])=[C:6]2[CH2:13][C:14]([OH:16])=[O:15].[H-].[Na+].[Cl:19][C:20]1[CH:25]=[CH:24][C:23]([CH2:26]Cl)=[CH:22][CH:21]=1.O>CN(C=O)C>[Cl:19][C:20]1[CH:25]=[CH:24][C:23]([CH2:26][O:15][C:14](=[O:16])[CH2:13][C:6]2[C:5]3[C:9](=[CH:10][CH:11]=[C:3]([O:2][CH3:1])[CH:4]=3)[N:8]([CH2:26][C:23]3[CH:22]=[CH:21][C:20]([Cl:19])=[CH:25][CH:24]=3)[C:7]=2[CH3:12])=[CH:22][CH:21]=1 |f:1.2|. Procedure: To a solution of 5-methoxy-2-methyl-3-indoleacetic acid (4 g, 18.3 mmol) in anhydrous DMF (20 mL) at 0°-5° C. was added NaH (1.6 g, 60% dispersion in oil, 40 mmol) and stirred at room temperature for 40 min., then cooled again to 0°-5° C., and treated with 4-chlorophenylmethyl chloride (5.9 g, 36.6 mmol) and let stand at room temperature overnight. Water (50 ml) was added and the mixture was extracted with ethylacetate (100 mL), washed with brine and dried (MgSO4), evaporated in vacuo, and purif... Yield: 98.2%. The solvent is CO (MeOH). Reported procedure: To a solution of 5-(4-benzyloxy-3-methoxy-benzyl)-8-fluoro-[1,2,4]triazolo[1,5-c]quinazolin-2-ylamine (0.04 g, 0.09 mmol) in MeOH (5 mL), prepared as described in example 34, were added 1,4-cyclohexadiene (0.1 mL, 1.40 mmol) and 10% Pd/C (0.02 g, 50% w/w). The reaction was heated at 70° C. for 1 h, then filtered through Celite® washing with MeOH and THF and evaporated, to afford the title compound (0.03 g, 97% yield). Reagents/catalysts: [Pd] (Pd/C). The reactants are C(C1=CC=CC=C1)OC1=C(C=C(CC2=NC=3C=C(C=CC3C=3N2N=C(N3)N)F)C=C1)OC (5-(4-benzyloxy-3-methoxy-benzyl)-8-fluoro-[1,2,4]triazolo[1,5-c]quinazolin-2-ylamine), C1=CCC=CC1 (1,4-cyclohexadiene). Conditions: temperature 70 celsius. Reaction SMILES: C([O:8][C:9]1[CH:30]=[CH:29][C:12]([CH2:13][C:14]2[N:23]3[N:24]=[C:25]([NH2:27])[N:26]=[C:22]3[C:21]3[CH:20]=[CH:19][C:18]([F:28])=[CH:17][C:16]=3[N:15]=2)=[CH:11][C:10]=1[O:31][CH3:32])C1C=CC=CC=1.C1CC=CCC=1>CO.[Pd]>[NH2:27][C:25]1[N:26]=[C:22]2[N:23]([C:14]([CH2:13][C:12]3[CH:29]=[CH:30][C:9]([OH:8])=[C:10]([O:31][CH3:32])[CH:11]=3)=[N:15][C:16]3[CH:17]=[C:18]([F:28])[CH:19]=[CH:20][C:21]=32)[N:24]=1. Product: NC1=NN2C(=NC=3C=C(C=CC3C2=N1)F)CC1=CC(=C(C=C1)O)OC (4-(2-amino-8-fluoro-[1,2,4]triazolo[1,5-c]quinazolin-5-ylmethyl)-2-methoxy-phenol). The reactants are C(C)(C)(C)OC(=O)NC1=NC(=NS1)CC(=O)OCC (Ethyl α-(5-t-butoxycarbonylamino-1,2,4-thiadiazol-3-yl)acetate), C(CCC)=O (n-butanal). Product: C(C)(C)(C)OC(=O)NC1=NC(=NS1)C(C(=O)OCC)C(CCC)O (Ethyl α-(5-t-butoxycarbonylamino-1,2,4-thiadiazol-3-yl)-β-hydroxycaproate). RXN SMILES: [C:1]([O:5][C:6]([NH:8][C:9]1[S:13][N:12]=[C:11]([CH2:14][C:15]([O:17][CH2:18][CH3:19])=[O:16])[N:10]=1)=[O:7])([CH3:4])([CH3:3])[CH3:2].[CH:20](=[O:24])[CH2:21][CH2:22][CH3:23]>>[C:1]([O:5][C:6]([NH:8][C:9]1[S:13][N:12]=[C:11]([CH:14]([CH:20]([OH:24])[CH2:21][CH2:22][CH3:23])[C:15]([O:17][CH2:18][CH3:19])=[O:16])[N:10]=1)=[O:7])([CH3:4])([CH3:3])[CH3:2]. Reported procedure: 1.0 g (3.5 mMol) of product from Example 28 were reacted with 0.9 ml (~10 mMol) of n-butanal for 5 days in the manner described in Example 29 and then purified by chromatography on silica gel. Yield 0.17 g (14% of theory). The reactants are BrC(C(=O)OCC)CBr (ethyl 2,3-dibromopropionate), CC=1C=C(C(O)=CC1C)O (4,5-dimethylcatechol), C([O-])([O-])=O.[K+].[K+] (potassium carbonate). Solvent: CC(=O)C (acetone). Reaction conditions: temperature 30 celsius. Product: CC1=CC2=C(OC(CO2)C(=O)OCC)C=C1C (Ethyl 2,3-dihydro-6,7-dimethyl-1,4-benzodioxin-2-carboxylate). RXN SMILES: Br[CH:2]([CH2:8]Br)[C:3]([O:5][CH2:6][CH3:7])=[O:4].[CH3:10][C:11]1[CH:12]=[C:13]([OH:19])[C:14](=[CH:16][C:17]=1[CH3:18])[OH:15].C(=O)([O-])[O-].[K+].[K+]>CC(C)=O>[CH3:10][C:11]1[C:17]([CH3:18])=[CH:16][C:14]2[O:15][CH:2]([C:3]([O:5][CH2:6][CH3:7])=[O:4])[CH2:8][O:19][C:13]=2[CH:12]=1 |f:2.3.4|. Procedure: 86 g of ethyl 2,3-dibromopropionate was added, over a 15-minute period, to a stirred mixture of 41 g of 6A, 97 g of potassium carbonate and 300 ml of acetone. The temperature of the mixture rose to 60° C. The mixture was refluxed for 19 hours, cooled to 30° C. and filtered. The solvent was evaporated from the filtrate under reduced pressure. The residue was recrystallized from hexane to give 6, mp: 71°-72° C. Starting materials: CCCCC(CC)CN, CC(C)=CC(=O)Cl, CCCCCC. Yields the product CCCCC(CC)CNC(=O)C=C(C)C. As a reaction SMILES: [CH2:1]([CH3:2])[CH:3]([CH2:4][NH2:5])[CH2:6][CH2:7][CH2:8][CH3:9].[CH3:10][C:11](=[CH:12][C:13](=[O:14])[Cl:15])[CH3:16].[CH3:17][CH2:18][CH2:19][CH2:20][CH2:21][CH3:22]>>[CH2:1]([CH3:2])[CH:3]([CH2:4][NH:5][C:13]([CH:12]=[C:11]([CH3:10])[CH3:16])=[O:14])[CH2:6][CH2:7][CH2:8][CH3:9].